From a dataset of the Open Reaction Database (ORD), a public repository of structured organic reaction records. describe an organic reaction: reactants, conditions, products, and yield Reactants: ClC1=C(C=C(C(=O)C2=CC3=C(O2)C=CC=C3)C=C1)[N+](=O)[O-] (2-(4-Chloro-3-nitrobenzoyl)-benzo[b]furan), C(C)O (ethanol). The reagents and catalysts are [Ni].[Al] (nickel aluminum alloy). Run in C(C)(=O)O (acetic acid). The product is NC=1C=C(C(=O)C2=CC3=C(O2)C=CC=C3)C=CC1Cl (2-(3-Amino-4-chlorobenzoyl)-benzo[b]furan). Reaction SMILES: [Cl:1][C:2]1[CH:18]=[CH:17][C:5]([C:6]([C:8]2[O:12][C:11]3[CH:13]=[CH:14][CH:15]=[CH:16][C:10]=3[CH:9]=2)=[O:7])=[CH:4][C:3]=1[N+:19]([O-])=O.C(O)C>C(O)(=O)C.[Ni].[Al]>[NH2:19][C:3]1[CH:4]=[C:5]([CH:17]=[CH:18][C:2]=1[Cl:1])[C:6]([C:8]1[O:12][C:11]2[CH:13]=[CH:14][CH:15]=[CH:16][C:10]=2[CH:9]=1)=[O:7] |f:3.4|. Reported procedure: 37 g 2-(4-Chloro-3-nitrobenzoyl)-benzo[b]furan are refluxed with agitation for 4 hours in a mixture of 500 ml 50% aqueous acetic acid, 250 ml ethanol and 90 g powdered nickel/aluminum alloy (1:1). After filtration of the metal powder, the solvent is distilled off, water is added to the residue, and extraction is carried out with ethyl acetate. After evaporation of the solvent, colorless crystals having a melting point of 137° C. (from isopropanol) are obtained. Starting materials: CCCCBr, CN(C)C=O, [H-], [Na+], O=C1CN2Cc3cc(OCCCCCCn4ccnc4)ccc3N=C2N1. The product is CCCCN1C(=O)CN2Cc3cc(OCCCCCCn4ccnc4)ccc3N=C21. RXN SMILES: [Br:29][CH2:30][CH2:31][CH2:32][CH3:33].[CH3:34][N:35]([CH3:36])[CH:37]=[O:38].[H-:27].[Na+:28].[n:1]1([CH2:6][CH2:7][CH2:8][CH2:9][CH2:10][CH2:11][O:12][c:13]2[cH:14][c:15]3[c:20]([cH:21][cH:22]2)[N:19]=[C:18]2[N:17]([CH2:16]3)[CH2:25][C:24](=[O:26])[NH:23]2)[cH:2][n:3][cH:4][cH:5]1>>[n:1]1([CH2:6][CH2:7][CH2:8][CH2:9][CH2:10][CH2:11][O:12][c:13]2[cH:14][c:15]3[c:20]([cH:21][cH:22]2)[N:19]=[C:18]2[N:17]([CH2:16]3)[CH2:25][C:24](=[O:26])[N:23]2[CH2:30][CH2:31][CH2:32][CH3:33])[cH:2][n:3][cH:4][cH:5]1. Yields the product Fc1ccc(CBr)cc1Oc1ccccc1. RXN SMILES: [BrH:23].[CH3:24][C:25](=[O:26])[OH:27].[OH2:28].[c:1]1([O:2][CH2:8][c:9]2[cH:10][c:11]([O:16][c:17]3[cH:18][cH:19][cH:20][cH:21][cH:22]3)[c:12]([F:15])[cH:13][cH:14]2)[cH:3][cH:4][cH:5][cH:6][cH:7]1>>[CH2:8]([c:9]1[cH:10][c:11]([O:16][c:17]2[cH:18][cH:19][cH:20][cH:21][cH:22]2)[c:12]([F:15])[cH:13][cH:14]1)[Br:23]. The reactants are Br, CC(=O)O, O, Fc1ccc(COc2ccccc2)cc1Oc1ccccc1.